Dataset: the Open Reaction Database (ORD), a public repository of structured organic reaction records. Task: describe an organic reaction: reactants, conditions, products, and yield Reactants: CCO, C1=CCC=CC1, Cc1cccn2cc(-c3ccc([N+](=O)[O-])cc3)nc12, [Pd]. Yields the product Cc1cccn2cc(-c3ccc(N)cc3)nc12. Reaction SMILES: [CH3:26][CH2:27][OH:28].[CH:20]1=[CH:25][CH2:24][CH:23]=[CH:22][CH2:21]1.[N+:1]([O-:2])(=[O:3])[c:4]1[cH:5][cH:6][c:7](-[c:10]2[n:11][c:12]3[n:13]([cH:14][cH:15][cH:16][c:17]3[CH3:18])[cH:19]2)[cH:8][cH:9]1.[Pd:29]>>[NH2:1][c:4]1[cH:5][cH:6][c:7](-[c:10]2[n:11][c:12]3[n:13]([cH:14][cH:15][cH:16][c:17]3[CH3:18])[cH:19]2)[cH:8][cH:9]1. Reactants: CC(=O)O, COc1ccc2c(c1)CCN(C(=O)OCc1ccccc1)C(=O)C2, CO, [H][H]. The product is COc1ccc2c(c1)CCNC(=O)C2. RXN SMILES: [C:29]([OH:30])(=[O:31])[CH3:32].[CH2:1]([O:2][C:3](=[O:4])[N:11]1[C:12](=[O:24])[CH2:13][c:14]2[c:15]([cH:18][c:19]([O:22][CH3:23])[cH:20][cH:21]2)[CH2:16][CH2:17]1)[c:5]1[cH:6][cH:7][cH:8][cH:9][cH:10]1.[CH3:27][OH:28].[H:25][H:26]>>[NH:11]1[C:12](=[O:24])[CH2:13][c:14]2[c:15]([cH:18][c:19]([O:22][CH3:23])[cH:20][cH:21]2)[CH2:16][CH2:17]1. The reactants are COC(=O)NC=1N=C2N(C=C(C=C2)SC2=CC=CC=C2)C1 (2-(Methoxycarbonylamino)-6-(phenylthio) imidazo [1,2-a] pyridine), CNC (dimethylamine), C=O (formaldehyde), C(C)(=O)O (acetic acid). Solvent: C([O-])(O)=O.[Na+] (sodium bicarbonate). The product is CN(C)CC1=C(N=C2N1C=C(C=C2)SC2=CC=CC=C2)NC(=O)OC (3-(dimethylaminomethyl)-2-(methoxycarbonylamino)-6-(phenylthio) imidazo [1,2-a] pyridine). RXN SMILES: [CH3:1][O:2][C:3]([NH:5][C:6]1[N:7]=[C:8]2[CH:13]=[CH:12][C:11]([S:14][C:15]3[CH:20]=[CH:19][CH:18]=[CH:17][CH:16]=3)=[CH:10][N:9]2[CH:21]=1)=[O:4].[CH3:22][NH:23][CH3:24].C=O.[C:27](O)(=O)C>C(=O)(O)[O-].[Na+]>[CH3:22][N:23]([CH2:27][C:21]1[N:9]2[CH:10]=[C:11]([S:14][C:15]3[CH:16]=[CH:17][CH:18]=[CH:19][CH:20]=3)[CH:12]=[CH:13][C:8]2=[N:7][C:6]=1[NH:5][C:3]([O:2][CH3:1])=[O:4])[CH3:24] |f:4.5|. Procedure details: 2-(Methoxycarbonylamino)-6-(phenylthio) imidazo [1,2-a] pyridine (0.75 gm.) is added to a solution of 50% aqueous dimethylamine (0.215 gm., 37% formaldehyde (0.19 gm.) and acetic acid (0.35 g.) and heated at 50° C. for 3 hours. After cooling, the reaction mixture is diluted with aqueous sodium bicarbonate and the resultant precipitate is collected by filtration. After drying, the crude product is recrystallized from ethyl acetate to yield 3-(dimethylaminomethyl)-2-(methoxycarbonylamino)-6-(pheny... Reactants: CC1(OC(C2=CC=CC=C2C1N1C=NC=C1C=O)=O)C (3-(3,3-dimethyl-1-oxo-isochroman-4-yl)-3H-imidazole-4-carbaldehyde), C(C)N (ethylamine), C(C)(=O)O[BH-](OC(C)=O)OC(C)=O.[Na+] (sodium triacetoxyborohydride). Solvent: ClC(C)Cl (dichloroethane). Run at temperature 50 celsius, time 5 hour. Product: C(C)NCC1=CN=CN1C1C(OC(C2=CC=CC=C12)=O)(C)C (4-(5-ethylaminomethyl-imidazol-1-yl)-3,3-dimethyl-isochroman-1-one). RXN SMILES: [CH3:1][C:2]1([CH3:20])[CH:11]([N:12]2[C:16]([CH:17]=O)=[CH:15][N:14]=[CH:13]2)[C:10]2[C:5](=[CH:6][CH:7]=[CH:8][CH:9]=2)[C:4](=[O:19])[O:3]1.[CH2:21]([NH2:23])[CH3:22].C(O[BH-](OC(=O)C)OC(=O)C)(=O)C.[Na+]>ClC(Cl)C>[CH2:21]([NH:23][CH2:17][C:16]1[N:12]([CH:11]2[C:10]3[C:5](=[CH:6][CH:7]=[CH:8][CH:9]=3)[C:4](=[O:19])[O:3][C:2]2([CH3:20])[CH3:1])[CH:13]=[N:14][CH:15]=1)[CH3:22] |f:2.3|. Procedure: To a solution of 3-(3,3-dimethyl-1-oxo-isochroman-4-yl)-3H-imidazole-4-carbaldehyde (0.133 g, 0.49 mmol) (Example 9a) in dichloroethane (2 mL) is added ethylamine (0.37 mL, 0.738 mmol) and sodium triacetoxyborohydride (0.313 g, 1.477 mmol). The reaction mixture is stirred at 50° C. for 5 h. The mixture is cooled to room temperature, washed with saturated aqueous sodium bicarbonate and is extracted with ethyl acetate. The organic phase is dried over Na2SO4 and concentrated in vacuo. The residue i... Reactants: CC(C)n1nc(N)nc1-c1cn2c(n1)-c1cc(Br)ccc1OCC2, O=C([O-])[O-], OB(O)c1ccc(Cl)cc1, [Cs+], [Cs+], C1COCCO1, O. Yields the product CC(C)n1nc(N)nc1-c1cn2c(n1)-c1cc(-c3ccc(Cl)cc3)ccc1OCC2. Reaction SMILES: [Br:1][c:2]1[cH:3][cH:4][c:5]2[c:6]([cH:24]1)-[c:7]1[n:8]([cH:12][c:13](-[c:15]3[n:16][c:17]([NH2:23])[n:18][n:19]3[CH:20]([CH3:21])[CH3:22])[n:14]1)[CH2:9][CH2:10][O:11]2.[C:35](=[O:36])([O-:37])[O-:38].[Cl:25][c:26]1[cH:27][cH:28][c:29]([B:32]([OH:33])[OH:34])[cH:30][cH:31]1.[Cs+:39].[Cs+:40].[O:42]1[CH2:43][CH2:44][O:45][CH2:46][CH2:47]1.[OH2:41]>>[c:2]1(-[c:29]2[cH:28][cH:27][c:26]([Cl:25])[cH:31][cH:30]2)[cH:3][cH:4][c:5]2[c:6]([cH:24]1)-[c:7]1[n:8]([cH:12][c:13](-[c:15]3[n:16][c:17]([NH2:23])[n:18][n:19]3[CH:20]([CH3:21])[CH3:22])[n:14]1)[CH2:9][CH2:10][O:11]2. Starting materials: C(C1=CC=CC=C1)OC1=C(C=C(C=C1)OB(O)O)C#N ([4-(Benzyloxy)-3-cyanophenyl]boric acid), ClC=1C=C(C(=O)OC)C=CN1 (methyl 2-chloroisonicotinate), C([O-])([O-])=O.[Na+].[Na+] (sodium carbonate). Reagents/catalysts: C=1C=CC(=CC1)[P](C=2C=CC=CC2)(C=3C=CC=CC3)[Pd]([P](C=4C=CC=CC4)(C=5C=CC=CC5)C=6C=CC=CC6)([P](C=7C=CC=CC7)(C=8C=CC=CC8)C=9C=CC=CC9)[P](C=1C=CC=CC1)(C=1C=CC=CC1)C=1C=CC=CC1 (tetrakis(triphenylphosphine)palladium). Solvent: C1(=CC=CC=C1)C (toluene). Run at temperature 100 celsius. The product is C(C1=CC=CC=C1)OC1=C(C=C(C=C1)C=1C=C(C(=O)OC)C=CN1)C#N (methyl 2-[4-(benzyloxy)-3-cyanophenyl]isonicotinate). As a reaction SMILES: [CH2:1]([O:8][C:9]1[CH:14]=[CH:13][C:12](OB(O)O)=[CH:11][C:10]=1[C:19]#[N:20])[C:2]1[CH:7]=[CH:6][CH:5]=[CH:4][CH:3]=1.Cl[C:22]1[CH:23]=[C:24]([CH:29]=[CH:30][N:31]=1)[C:25]([O:27][CH3:28])=[O:26].C(=O)([O-])[O-].[Na+].[Na+]>C1(C)C=CC=CC=1.C1C=CC([P]([Pd]([P](C2C=CC=CC=2)(C2C=CC=CC=2)C2C=CC=CC=2)([P](C2C=CC=CC=2)(C2C=CC=CC=2)C2C=CC=CC=2)[P](C2C=CC=CC=2)(C2C=CC=CC=2)C2C=CC=CC=2)(C2C=CC=CC=2)C2C=CC=CC=2)=CC=1>[CH2:1]([O:8][C:9]1[CH:14]=[CH:13][C:12]([C:22]2[CH:23]=[C:24]([CH:29]=[CH:30][N:31]=2)[C:25]([O:27][CH3:28])=[O:26])=[CH:11][C:10]=1[C:19]#[N:20])[C:2]1[CH:7]=[CH:6][CH:5]=[CH:4][CH:3]=1 |f:2.3.4,^1:48,50,69,88|. Procedure: [4-(Benzyloxy)-3-cyanophenyl]boric acid and methyl 2-chloroisonicotinate were dissolved in a mixture liquid of toluene and an aqueous 2 M sodium carbonate solution, and in the presence of tetrakis(triphenylphosphine)palladium, the mixture was stirred under heating in an argon atmosphere at 100° C. to obtain methyl 2-[4-(benzyloxy)-3-cyanophenyl]isonicotinate. F: 345. Reactants: NC=1C=C2C(=C(C=NC2=CC1OC)C#N)NC1=CC(=C(C=C1)F)Cl (6-amino-4-(3-chloro-4-fluoro-phenylamino)-7-methoxy-quinoline-3-carbonitrile), C(C)(C)N(CC)C(C)C (diisopropylethylamine), BrC/C=C/C(=O)Cl (4-bromo crotonyl chloride), 1.87, COCCNC (2-methoxyethyl methyl amine), C([O-])(O)=O.[Na+] (sodium bicarbonate). Procedure: To a stirring solution of 1.2 g (3.5 mmol) of 6-amino-4-(3-chloro-4-fluoro-phenylamino)-7-methoxy-quinoline-3-carbonitrile and 0.52 g (4.0 mmol) of diisopropylethylamine in 40 ml of tetrahydrofuran at 0° C. was added a solution of 4-bromo crotonyl chloride in 10 ml of tetrahydrofuran. After 45 min, 1.87 (21 mmol) of 2-methoxyethyl methyl amine was added. After 1 hr at room temperature, the mixture was poured into a solution of sodium bicarbonate and extracted with ethyl acetate. The organic solu... Conditions: time 45 minute. Product: Cl.Cl.ClC=1C=C(C=CC1F)NC1=C(C=NC2=CC(=C(C=C12)NC(C=CCN(C)CCOC)=O)OC)C#N (4-[(2-Methoxy-ethyl)-methyl-amino]-but-2-enoic Acid[4-(3-chloro-4-fluoro-phenylamino)-3-cyano-7-methoxy-quinolin-6-yl]-amide Dihydrochloride). Solvent: O1CCCC1 (tetrahydrofuran), O1CCCC1 (tetrahydrofuran). As a reaction SMILES: [NH2:1][C:2]1[CH:3]=[C:4]2[C:9](=[CH:10][C:11]=1[O:12][CH3:13])[N:8]=[CH:7][C:6]([C:14]#[N:15])=[C:5]2[NH:16][C:17]1[CH:22]=[CH:21][C:20]([F:23])=[C:19]([Cl:24])[CH:18]=1.C(N(C(C)C)CC)(C)C.Br[CH2:35]/[CH:36]=[CH:37]/[C:38]([Cl:40])=[O:39].[CH3:41][O:42][CH2:43][CH2:44][NH:45][CH3:46].C(=O)(O)[O-].[Na+]>O1CCCC1>[ClH:24].[ClH:40].[Cl:24][C:19]1[CH:18]=[C:17]([NH:16][C:5]2[C:4]3[C:9](=[CH:10][C:11]([O:12][CH3:13])=[C:2]([NH:1][C:38](=[O:39])[CH:37]=[CH:36][CH2:35][N:45]([CH2:44][CH2:43][O:42][CH3:41])[CH3:46])[CH:3]=3)[N:8]=[CH:7][C:6]=2[C:14]#[N:15])[CH:22]=[CH:21][C:20]=1[F:23] |f:4.5,7.8.9|.